From a dataset of the Open Reaction Database (ORD), a public repository of structured organic reaction records. describe an organic reaction: reactants, conditions, products, and yield Starting materials: CC(C#N)(C)C1=CC=CC=C1 (2-methyl-2-phenylpropanenitrile), [H-].C(C(C)C)[Al+]CC(C)C (diisobutylaluminum hydride), Cl (HCl), O (H2O). Run in CCCCCC (hexane). Run at temperature 10 celsius, time 15 minute. Yields the product CC(C=O)(C)C1=CC=CC=C1 (2-methyl-2-phenylpropanal). Yield: 92.8%. Reaction SMILES: [CH3:1][C:2]([C:6]1[CH:11]=[CH:10][CH:9]=[CH:8][CH:7]=1)([CH3:5])[C:3]#N.[H-].C([Al+]CC(C)C)C(C)C.[OH2:22].Cl>CCCCCC>[CH3:1][C:2]([C:6]1[CH:11]=[CH:10][CH:9]=[CH:8][CH:7]=1)([CH3:5])[CH:3]=[O:22] |f:1.2|. Procedure details: To a solution of 2-methyl-2-phenylpropanenitrile (290 g, 2.00 mol) in hexane (2000 mL) at 0° C. under N2 is added diisobutylaluminum hydride (DIBAL-H) (2600 mL, 1M in hexane) over a period of 80 minutes. The reaction mixture is stirred at 6-14° C. for 15 minutes, then allowed to warm to room temperature and stirred for 4 hours. The reaction mixture is cooled to 0° C. and H2O (50 mL) is added slowly during 1 hour. Aqueous HCl (900 mL, 15%) is then added slowly to maintain a gentle reflux. The rea...